describe an organic reaction: reactants, conditions, products, and yield From a dataset of the Open Reaction Database (ORD), a public repository of structured organic reaction records. Reactants: C([O-])([O-])=O.[K+].[K+] (potassium carbonate), [BH4-].[Na+] (sodium borohydride), OC=1C(=C2C(CC(OC2=C(C1C)C)(C)COC1=CC=C(CC2C(NC(S2)=O)=O)C=C1)=O)C (5-[4-(6-hydroxy-2,5,7,8-tetramethyl-4-oxochroman-2-ylmethoxy)benzyl]thiazolidine -2,4-dione), CO (methanol). The solvent is C(C)(=O)O (acetic acid). Yields the product OC1CC(OC2=C(C(=C(C(=C12)C)O)C)C)(C)COC1=CC=C(CC2C(NC(S2)=O)=O)C=C1 (5-[4-(4,6-Dihydroxy-2,5,7,8-tetramethylchroman-2-yl-methoxy)benzyl]thiazolidine-2,4-dione). Reaction SMILES: [BH4-].[Na+].[OH:3][C:4]1[C:5]([CH3:34])=[C:6]2[C:11](=[C:12]([CH3:15])[C:13]=1[CH3:14])[O:10][C:9]([CH2:17][O:18][C:19]1[CH:32]=[CH:31][C:22]([CH2:23][CH:24]3[S:28][C:27](=[O:29])[NH:26][C:25]3=[O:30])=[CH:21][CH:20]=1)([CH3:16])[CH2:8][C:7]2=[O:33].CO.C(=O)([O-])[O-].[K+].[K+]>C(O)(=O)C>[OH:33][CH:7]1[C:6]2[C:11](=[C:12]([CH3:15])[C:13]([CH3:14])=[C:4]([OH:3])[C:5]=2[CH3:34])[O:10][C:9]([CH2:17][O:18][C:19]2[CH:32]=[CH:31][C:22]([CH2:23][CH:24]3[S:28][C:27](=[O:29])[NH:26][C:25]3=[O:30])=[CH:21][CH:20]=2)([CH3:16])[CH2:8]1 |f:0.1,4.5.6|. Procedure: 450 mg of sodium borohydride were added to a mixture of 278 mg of 5-[4-(6-hydroxy-2,5,7,8-tetramethyl-4-oxochroman-2-ylmethoxy)benzyl]thiazolidine -2,4-dione (prepared as described in Example 22 of copending U.S. Ser. No. 644,996) and 9 ml of methanol, and the mixture was stirred for 2 hours at room temperature, after which a 1% w/v aqueous solution of acetic acid was added and the mixture was neutralized with an aqueous solution of potassium carbonate. It was then extracted with ethyl acetate. ... Reactants: ClCC1=CC=2CC3=CC=C(C=C3C2C=C1C(C)(C)C)C(C)(C)C (2-chloromethyl-3,6-di-t-butylfluorene), [H-].[H-].[H-].[H-].[Li+].[Al+3] (LiAlH4). Run in C1CCOC1 (THF). The product is CC1=CC=2CC3=CC=C(C=C3C2C=C1C(C)(C)C)C(C)(C)C (2-methyl-3,6-di-tert-butyl-fluorene). Yield: 102.9%. RXN SMILES: Cl[CH2:2][C:3]1[C:15]([C:16]([CH3:19])([CH3:18])[CH3:17])=[CH:14][C:13]2[C:12]3[C:7](=[CH:8][CH:9]=[C:10]([C:20]([CH3:23])([CH3:22])[CH3:21])[CH:11]=3)[CH2:6][C:5]=2[CH:4]=1.[H-].[H-].[H-].[H-].[Li+].[Al+3]>C1COCC1>[CH3:2][C:3]1[C:15]([C:16]([CH3:18])([CH3:17])[CH3:19])=[CH:14][C:13]2[C:12]3[C:7](=[CH:8][CH:9]=[C:10]([C:20]([CH3:23])([CH3:22])[CH3:21])[CH:11]=3)[CH2:6][C:5]=2[CH:4]=1 |f:1.2.3.4.5.6|. Procedure: To a solution of 2-chloromethyl-3,6-di-t-butylfluorene (0.74 g, 2.26 mmol) in THF (15 ml) was added a small portion of LiAlH4 (129 mg, 3.39 mmol) under stirring and the mixture was refluxed for 5 hours. The reaction was quenched with water and NaOH and extracted with ether. The ether solution was evaporated under vacuum to give a white solid yield of 0.68 g. 1H NMR (CDCl3): δ 7.80 and 7.66 (each d, 1H, 4,5-H), 7.45 (d, 1H, J=8.1 Hz, H8), 7.31 (dd, 1H, J=8.1 Hz, J=1.5 Hz, H7), 7.14 (br s, 1H, 1H,... The reactants are C(C=C)OC(=O)N1[C@@H](C[C@H](C1)O[Si](C)(C)C(C)(C)C)CCOS(=O)(=O)C ((2R,4R)-1-allyloxycarbonyl-4-(t-butyldimethylsilyloxy)-2-(2-methanesulfonyloxyethyl)pyrrolidine), [Na].N1N=CN=C1 (1,2,4-triazole sodium salt), CN(C=O)C (dimethylformamide). Run at temperature 60 celsius, time 3.5 hour. Yields the product C(C=C)ON1[C@@H](C([C@H](C1)O[Si](C)(C)C(C)(C)C)=C=O)CCN1N=CN=C1 ((2R,4R)-1-allyloxy-carbonyl-4-(t-butyldimethylsilyloxy)-2-[2-(1,2, 4-triazol-1-yl)ethyl]pyrrolidine). As a reaction SMILES: C(OC([N:7]1[CH2:11][C@H:10]([O:12][Si:13]([C:16]([CH3:19])([CH3:18])[CH3:17])([CH3:15])[CH3:14])[CH2:9][C@H:8]1[CH2:20][CH2:21]OS(C)(=O)=O)=O)C=C.[Na].[NH:28]1[CH:32]=[N:31][CH:30]=[N:29]1.CN(C)[CH:35]=[O:36]>>[CH2:10]([O:12][N:7]1[CH2:11][C@H:10]([O:12][Si:13]([C:16]([CH3:17])([CH3:18])[CH3:19])([CH3:14])[CH3:15])[C:9](=[C:35]=[O:36])[C@H:8]1[CH2:20][CH2:21][N:28]1[CH:32]=[N:31][CH:30]=[N:29]1)[CH:9]=[CH2:8] |f:1.2,^1:26|. Reported procedure: A mixture of (2R,4R)-1-allyloxycarbonyl-4-(t-butyldimethylsilyloxy)-2-(2-methanesulfonyloxyethyl)pyrrolidine (10.0 g) and 1,2,4-triazole sodium salt (2.45 g) in dimethylformamide (50 ml) was stirred at 60° C. for 3.5 hours. After cooling to room temperature, the mixture was quenched by the addition of water (100 ml) and extracted with a mixture of hexane and ethyl acetate (2:1, 50 ml×4). The combined extract was washed with water (400 ml), brine (100 ml) and dried over magnesium sulfate. Evapora... The reactants are CC1=C(C=C(C=C1)C(C=[N+]=[N-])=O)S(N)(=O)=O (4'-methyl-3'-sulfamoyl-diazoacetophenone), Cl (HCl), C(C)(C)O (isopropanol). The solvent is COCCOCCOC (diethylene glycol dimethyl ether). Product: CC1=C(C=C(C=C1)C(CCl)=O)S(N)(=O)=O (4'-Methyl-3'-sulfamoyl-2-chloroacetophenone). Reaction SMILES: [CH3:1][C:2]1[CH:7]=[CH:6][C:5]([C:8](=[O:12])[CH:9]=[N+]=[N-])=[CH:4][C:3]=1[S:13](=[O:16])(=[O:15])[NH2:14].[ClH:17].C(O)(C)C>COCCOCCOC>[CH3:1][C:2]1[CH:7]=[CH:6][C:5]([C:8](=[O:12])[CH2:9][Cl:17])=[CH:4][C:3]=1[S:13](=[O:16])(=[O:15])[NH2:14]. Procedure: 10 g of 4'-methyl-3'-sulfamoyl-diazoacetophenone were reacted as prescribed in Example 66b) in diethylene glycol dimethyl ether with 37% HCl and worked up. Colorless crystals, melting point: 166° C (from isopropanol). Reported procedure: A mixture of methyl 6-(2-chloro-4-[(2-furanylmethyl)amino]-5-(2,2,2-trichloroethoxycarbonyl)phenylsulfonamidomethoxy)(6-oxo)hexanoate (0.060 mole), sodium cyanide (0.060 mole) and hexamethylphosphoramide (Aldrich) (100 mL) is stirred at 75° C. for 24 hours. The volatiles are removed by spin evaporation in vacuo. The residue is dissolved in cold water, and the solution is washed with diethyl ether. The aqueous solution is cooled in an ice bath and acidified by dropwise addition of 1.0 N hydrochlo... Run in CN(P(=O)(N(C)C)N(C)C)C (hexamethylphosphoramide). Starting materials: ClC1=C(C=C(C(=C1)NCC=1OC=CC1)C(=O)OCC(Cl)(Cl)Cl)S(=O)(=O)NCOC(CCCCC(=O)OC)=O (methyl 6-(2-chloro-4-[(2-furanylmethyl)amino]-5-(2,2,2-trichloroethoxycarbonyl)phenylsulfonamidomethoxy)(6-oxo)hexanoate), [C-]#N.[Na+] (sodium cyanide). Run at temperature 75 celsius, time 24 hour. Product: ClC1=C(C=C(C(=C1)NCC=1OC=CC1)C(=O)OCC(Cl)(Cl)Cl)S(=O)(=O)NCOC(CCCCC(=O)O)=O (6-(2-chloro-4-[(2-furanylmethyl)amino]-5-(2,2,2-trichloroethoxycarbonyl)phenylsulfonamidomethoxy)(6-oxo)hexanoic acid). RXN SMILES: [Cl:1][C:2]1[CH:7]=[C:6]([NH:8][CH2:9][C:10]2[O:11][CH:12]=[CH:13][CH:14]=2)[C:5]([C:15]([O:17][CH2:18][C:19]([Cl:22])([Cl:21])[Cl:20])=[O:16])=[CH:4][C:3]=1[S:23]([NH:26][CH2:27][O:28][C:29](=[O:38])[CH2:30][CH2:31][CH2:32][CH2:33][C:34]([O:36]C)=[O:35])(=[O:25])=[O:24].[C-]#N.[Na+]>CN(C)P(N(C)C)(N(C)C)=O>[Cl:1][C:2]1[CH:7]=[C:6]([NH:8][CH2:9][C:10]2[O:11][CH:12]=[CH:13][CH:14]=2)[C:5]([C:15]([O:17][CH2:18][C:19]([Cl:22])([Cl:21])[Cl:20])=[O:16])=[CH:4][C:3]=1[S:23]([NH:26][CH2:27][O:28][C:29](=[O:38])[CH2:30][CH2:31][CH2:32][CH2:33][C:34]([OH:36])=[O:35])(=[O:25])=[O:24] |f:1.2|. The reactants are CC#N, Cc1c(SCCC[SH](C)CC2CCCNC2)ccnc1CCl, ClCCl, Cl, Cc1nc(C)c(Cl)c(N)n1, [Na+], [Na+], [Na+], O=C([O-])[O-], O, O=C([O-])O. The product is Cc1nc(C)c(Cl)c(NCc2nccc(SCCC[SH](C)CC3CCCNC3)c2C)n1. RXN SMILES: [CH3:49][C:50]#[N:51].[Cl:2][CH2:3][c:4]1[n:5][cH:6][cH:7][c:8]([S:11][CH2:12][CH2:13][CH2:14][SH:15]([CH3:16])[CH2:17][CH:18]2[CH2:19][NH:20][CH2:21][CH2:22][CH2:23]2)[c:9]1[CH3:10].[Cl:45][CH2:46][Cl:47].[ClH:1].[NH2:29][c:30]1[n:31][c:32]([CH3:38])[n:33][c:34]([CH3:37])[c:35]1[Cl:36].[Na+:24].[Na+:39].[Na+:40].[O-:41][C:42](=[O:43])[O-:44].[OH2:48].[OH:25][C:26](=[O:27])[O-:28]>>[CH2:3]([c:4]1[n:5][cH:6][cH:7][c:8]([S:11][CH2:12][CH2:13][CH2:14][SH:15]([CH3:16])[CH2:17][CH:18]2[CH2:19][NH:20][CH2:21][CH2:22][CH2:23]2)[c:9]1[CH3:10])[NH:29][c:30]1[n:31][c:32]([CH3:38])[n:33][c:34]([CH3:37])[c:35]1[Cl:36]. The reactants are [OH-].[Na+] (Sodium hydroxide), ClC=1C(=C(C(=O)O)C=CC1F)F (3-chloro-2,4-difluorobenzoic acid), Cl (HCl). Solvent: CN1C(N(CC1)C)=O (1,3-dimethyl imidazolidin-2-one). Run at temperature 140 celsius. Product: ClC=1C(=C(C(=O)O)C=CC1F)O (3-Chloro-4-fluoro-2-hydroxybenzoic acid). As a reaction SMILES: [OH-:1].[Na+].[Cl:3][C:4]1[C:5](F)=[C:6]([CH:10]=[CH:11][C:12]=1[F:13])[C:7]([OH:9])=[O:8].Cl>CN1CCN(C)C1=O>[Cl:3][C:4]1[C:5]([OH:1])=[C:6]([CH:10]=[CH:11][C:12]=1[F:13])[C:7]([OH:9])=[O:8] |f:0.1|. Procedure details: Sodium hydroxide (208 g, 5.21 mol) was added in portions to a stirred solution of 3-chloro-2,4-difluorobenzoic acid (200 g, 1.04 mol) in 1,3-dimethyl imidazolidin-2-one (1 L), and the mixture was heated to 140° C. for 2 hours. The reaction mixture was cooled to room temperature and neutralized with ice-cooled 2N HCl (350 mL) precipitating a white solid that was collected by filtration. The filtered solid was dissolved in methyl t-butyl ether (500 mL), washed with saturated brine solution (150 mL... The reactants are FC1=CC=C(C=C1)C1=C(OC2=C(C1=O)C=CC=C2)C2=CC=C(C=C2)S(=O)(=O)C (3-(4-Fluorophenyl)-2-(4-(methylsulfonyl)phenyl)-4H-1-benzo-pyran-4-one), COC=1C=CC(=CC1)P2(=S)SP(=S)(S2)C=3C=CC(=CC3)OC (Lawesson's reagent). Run in C1(=CC=CC=C1)C (toluene). Yields the product FC1=CC=C(C=C1)C1=C(OC2=C(C1=S)C=CC=C2)C2=CC=C(C=C2)S(=O)(=O)C (3-(4-Fluorophenyl)-2-(4-(methylsulfonyl)phenyl)-4H-1-benzopyran-4-thione). Yield: 171.0%. As a reaction SMILES: [F:1][C:2]1[CH:7]=[CH:6][C:5]([C:8]2[C:13](=O)[C:12]3[CH:15]=[CH:16][CH:17]=[CH:18][C:11]=3[O:10][C:9]=2[C:19]2[CH:24]=[CH:23][C:22]([S:25]([CH3:28])(=[O:27])=[O:26])=[CH:21][CH:20]=2)=[CH:4][CH:3]=1.COC1C=CC(P2(SP(C3C=CC(OC)=CC=3)(=S)S2)=[S:38])=CC=1>C1(C)C=CC=CC=1>[F:1][C:2]1[CH:7]=[CH:6][C:5]([C:8]2[C:13](=[S:38])[C:12]3[CH:15]=[CH:16][CH:17]=[CH:18][C:11]=3[O:10][C:9]=2[C:19]2[CH:24]=[CH:23][C:22]([S:25]([CH3:28])(=[O:27])=[O:26])=[CH:21][CH:20]=2)=[CH:4][CH:3]=1. Procedure: A solution of 3-(4-fluorophenyl)-2-(4-(methylsulfonyl)phenyl)-4H-1-benzopyran-4-one(0.45 g, 1.14 mmol) from Example 1 and Lawesson's reagent(0.23 g, 0.57 mmol) in toluene(10 ml) was refluxed for 1 hour. The resulting mixture was concentrated and subjected to flash chromatography using a mixture of hexane:ethyl acetate:dichloroethane(1:1:1) as an eluant to yield the title compound as a deep green solid(0.4 g, 85%).